From a dataset of the Open Reaction Database (ORD), a public repository of structured organic reaction records. describe an organic reaction: reactants, conditions, products, and yield The reactants are C1(CC1)COC1=C(C=C(C(=C1)C)[N+](=O)[O-])C=1C2=C(C(N(C1)C)=O)N(C=C2)S(=O)(=O)C2=CC=C(C)C=C2 (4-(2-(cyclopropylmethoxy)-4-methyl-5-nitrophenyl)-6-methyl-1-tosyl-1H-pyrrolo[2,3-c]pyridin-7(6H)-one), CN1C(C2=C(C(=C1)C1=C(C=CC(=C1)[N+](=O)[O-])OC1=CC=CC=C1)C=CN2)=O (6-methyl-4-(5-nitro-2-phenoxyphenyl)-1,6-dihydro-7H-pyrrolo[2,3-c]pyridin-7-one). The product is NC=1C(=CC(=C(C1)C=1C2=C(C(N(C1)C)=O)N(C=C2)S(=O)(=O)C2=CC=C(C)C=C2)OCC2CC2)C (4-(5-amino-2-(cyclopropylmethoxy)-4-methylphenyl)-6-methyl-1-tosyl-1H-pyrrolo[2,3-c]pyridin-7(6H)-one). RXN SMILES: [CH:1]1([CH2:4][O:5][C:6]2[CH:11]=[C:10]([CH3:12])[C:9]([N+:13]([O-])=O)=[CH:8][C:7]=2[C:16]2[C:17]3[CH:26]=[CH:25][N:24]([S:27]([C:30]4[CH:36]=[CH:35][C:33]([CH3:34])=[CH:32][CH:31]=4)(=[O:29])=[O:28])[C:18]=3[C:19](=[O:23])[N:20]([CH3:22])[CH:21]=2)[CH2:3][CH2:2]1.CN1C=C(C2C=C([N+]([O-])=O)C=CC=2OC2C=CC=CC=2)C2C=CNC=2C1=O>>[NH2:13][C:9]1[C:10]([CH3:12])=[CH:11][C:6]([O:5][CH2:4][CH:1]2[CH2:3][CH2:2]2)=[C:7]([C:16]2[C:17]3[CH:26]=[CH:25][N:24]([S:27]([C:30]4[CH:36]=[CH:35][C:33]([CH3:34])=[CH:32][CH:31]=4)(=[O:29])=[O:28])[C:18]=3[C:19](=[O:23])[N:20]([CH3:22])[CH:21]=2)[CH:8]=1. Procedure details: Example 263c was prepared according to the procedure used for the preparation of Example 3, substituting the product of Example 263b for the product of Example 2b to provide the title compound. Reactants: CSc1ncc2cc(-c3ccc(F)c([N+](=O)[O-])c3)c(=O)n(C(C)C)c2n1, N, C1COCCO1, O=C(OO)c1cccc(Cl)c1. Yields the product CC(C)n1c(=O)c(-c2ccc(F)c([N+](=O)[O-])c2)cc2cnc(N)nc21. RXN SMILES: [F:1][c:2]1[c:3]([N+:24](=[O:25])[O-:26])[cH:4][c:5](-[c:8]2[cH:9][c:10]3[c:11]([n:12][c:13]([S:16][CH3:17])[n:14][cH:15]3)[n:18]([CH:21]([CH3:22])[CH3:23])[c:19]2=[O:20])[cH:6][cH:7]1.[NH3:38].[O:39]1[CH2:40][CH2:41][O:42][CH2:43][CH2:44]1.[OH:27][O:28][C:29]([c:30]1[cH:31][c:32]([Cl:33])[cH:34][cH:35][cH:36]1)=[O:37]>>[F:1][c:2]1[c:3]([N+:24](=[O:25])[O-:26])[cH:4][c:5](-[c:8]2[cH:9][c:10]3[c:11]([n:12][c:13]([NH2:38])[n:14][cH:15]3)[n:18]([CH:21]([CH3:22])[CH3:23])[c:19]2=[O:20])[cH:6][cH:7]1. Procedure details: A mixture of ammonium chloride (0.779 g), reduced iron (0.56 g), ethanol (16 mL) and water (4.3 mL) was stirred with heating at 60-70° C., and 3-{4-[4-(3,5-dimethylpyridin-2-yl)piperazine-1-carbonyl]-3-nitrophenyl}oxazolidin-2-one (1.105 g) described in Example 129 was added. After completion of the reaction, the mixture was extracted with ethyl acetate. The organic layer was washed with saturated brine, and the solvent was evaporated. The residue was purified by column chromatography (chlorofor... Reaction conditions: temperature 65 celsius. Solvent: O (water). Reactants: CC=1C(=NC=C(C1)C)N1CCN(CC1)C(=O)C1=C(C=C(C=C1)N1C(OCC1)=O)[N+](=O)[O-] (3-{4-[4-(3,5-dimethylpyridin-2-yl)piperazine-1-carbonyl]-3-nitrophenyl}oxazolidin-2-one), [Cl-].[NH4+] (ammonium chloride), reduced iron, C(C)O (ethanol). The yield is 17.2%. Yields the product NC=1C=C(C=CC1C(=O)N1CCN(CC1)C1=NC=C(C=C1C)C)N1C(OCC1)=O (3-{3-amino-4-[4-(3,5-dimethylpyridin-2-yl)piperazine-1-carbonyl]phenyl}oxazolidin-2-one). As a reaction SMILES: [Cl-].[NH4+].C(O)C.[CH3:6][C:7]1[C:8]([N:14]2[CH2:19][CH2:18][N:17]([C:20]([C:22]3[CH:27]=[CH:26][C:25]([N:28]4[CH2:32][CH2:31][O:30][C:29]4=[O:33])=[CH:24][C:23]=3[N+:34]([O-])=O)=[O:21])[CH2:16][CH2:15]2)=[N:9][CH:10]=[C:11]([CH3:13])[CH:12]=1>O>[NH2:34][C:23]1[CH:24]=[C:25]([N:28]2[CH2:32][CH2:31][O:30][C:29]2=[O:33])[CH:26]=[CH:27][C:22]=1[C:20]([N:17]1[CH2:16][CH2:15][N:14]([C:8]2[C:7]([CH3:6])=[CH:12][C:11]([CH3:13])=[CH:10][N:9]=2)[CH2:19][CH2:18]1)=[O:21] |f:0.1|. Reactants: methacryl-N-methylimide, A2, C(C(=C)C)(=O)OC (Methyl methacrylate), CNC(C(=C)C)=O (N-methyl-methacrylamide), A3, C(CCCCCCCCCCC)S (dodecyl mercaptan), polymer. Run in C(Cl)(Cl)Cl (chloroform). Product: CNC(C(=C)C)=O.C(C(=C)C)(=O)OC (N-Methyl-Methacrylamide Methyl Methacrylate). As a reaction SMILES: [C:1]([O:6][CH3:7])(=[O:5])[C:2]([CH3:4])=[CH2:3].[CH3:8][NH:9][C:10](=[O:14])[C:11]([CH3:13])=[CH2:12].C(S)CCCCCCCCCCC>C(Cl)(Cl)Cl>[CH3:8][NH:9][C:10](=[O:14])[C:11]([CH3:13])=[CH2:12].[C:1]([O:6][CH3:7])(=[O:5])[C:2]([CH3:4])=[CH2:3] |f:4.5|. Procedure: Methyl methacrylate (MMA) and N-methyl-methacrylamide (MMam), as well as 0.3 percent, by weight of the addition, of dodecyl mercaptan as a chain transfer agent, were introduced continuously into a stirred vessel together with tert.-butyl peroctoate (TBP) as an initiator in the proportions given in Table 1 for Example A1, A2, and A3. Polymerization took place at a temperature of 150° C. At a dwell time of 48-50 minutes, a conversion of 40-50 percent was reached. A stream of material corresponding...